Dataset: the Open Reaction Database (ORD), a public repository of structured organic reaction records. Task: describe an organic reaction: reactants, conditions, products, and yield Starting materials: FC=1C=C(C=CC1)NC(=O)C=1NC(=CC1)C1=NNC2=CC=C(C=C12)[N+](=O)[O-] (5-(5-Nitro-1H-indazol-3-yl)-1H-pyrrole-2-carboxylic acid (3-fluoro-phenyl)-amide), FC1=C(C(=O)Cl)C=CC(=C1)F (2,4-difluoro-benzoyl chloride), [Sn](Cl)(Cl)(Cl)Cl (tin (IV) chloride). Run in C1=CC=CC=C1 (benzene). Reaction conditions: time 8 hour. Yields the product FC=1C=C(C=CC1)NC(=O)C=1NC(=CC1)C(C1=C(C=C(C=C1)F)F)=O (5-(2,4-difluoro-benzoyl)-1H-pyrrole-2-carboxylic acid (3-fluoro-phenyl)-amide). Yield: 11.4%. Reaction SMILES: [F:1][C:2]1[CH:3]=[C:4]([NH:8][C:9]([C:11]2[NH:12][C:13](C3C4C(=CC=C([N+]([O-])=O)C=4)NN=3)=[CH:14][CH:15]=2)=[O:10])[CH:5]=[CH:6][CH:7]=1.[F:28][C:29]1[CH:37]=[C:36]([F:38])[CH:35]=[CH:34][C:30]=1[C:31](Cl)=[O:32].[Sn](Cl)(Cl)(Cl)Cl>C1C=CC=CC=1>[F:1][C:2]1[CH:3]=[C:4]([NH:8][C:9]([C:11]2[NH:12][C:13]([C:31](=[O:32])[C:30]3[CH:34]=[CH:35][C:36]([F:38])=[CH:37][C:29]=3[F:28])=[CH:14][CH:15]=2)=[O:10])[CH:5]=[CH:6][CH:7]=1. Procedure: To a mixture of 1H-pyrrole-2-carboxylic acid (3-fluoro-phenyl)-amide (930 mg, 4.6 mmol) (Example 47) and 2,4-difluoro-benzoyl chloride (1.3 g, 7.4 mmol) in benzene (10 mL) at room temperature, was added a solution of tin (IV) chloride (1.5 mL). After stirring at room temperature for overnight and the usual work-up, the residue was purified on a silica gel column to give 180 mg of 5-(2,4-difluoro-benzoyl)-1H-pyrrole-2-carboxylic acid (3-fluoro-phenyl)-amide. Reactants: [BH4-].[Na+] (NaBH4), C1(=CC=CC2=CC=CC=C12)C1(CCCC1)C=O (1-naphthalen-1-yl-cyclopentanecarbaldehyde), C(C)(=O)OCC (ethyl acetate). The solvent is CO (methanol), CCCCCC (hexane). The product is C1(=CC=CC2=CC=CC=C12)C1(CCCC1)CO ((1-naphthalen-1-yl-cyclopentyl)-methanol). Isolated yield 86.7%. As a reaction SMILES: [C:1]1([C:11]2([CH:16]=[O:17])[CH2:15][CH2:14][CH2:13][CH2:12]2)[C:10]2[C:5](=[CH:6][CH:7]=[CH:8][CH:9]=2)[CH:4]=[CH:3][CH:2]=1.[BH4-].[Na+].C(OCC)(=O)C>CO.CCCCCC>[C:1]1([C:11]2([CH2:16][OH:17])[CH2:15][CH2:14][CH2:13][CH2:12]2)[C:10]2[C:5](=[CH:6][CH:7]=[CH:8][CH:9]=2)[CH:4]=[CH:3][CH:2]=1 |f:1.2|. Reported procedure: A solution of 1-naphthalen-1-yl-cyclopentanecarbaldehyde (339) (10 g, 44.6 mmol) in methanol (150 mL) was cooled to 0° C. and NaBH4 (3.373 g, 89.2 mmol) was added in portions (8 portions). After the addition was completed the reaction mixture was allowed to stir at room temperature for 1 h (silica TLC, 10% ethyl acetate in hexane; Rf=0.3). The reaction mixture was quenched with aqueous NH4Cl solution and concentrated in vacuo as much as possible; diluted with water (100 mL) and extracted with et...